From a dataset of the Open Reaction Database (ORD), a public repository of structured organic reaction records. describe an organic reaction: reactants, conditions, products, and yield The product is C(C)OC(C(=C)C(C=1C(=NC=CC1)C)O)=O (2-[(Hydroxy)(2-methylpyridin-3-yl)methyl]acrylic acid ethyl ester). Starting materials: CC1=NC=CC=C1C=O (2-methylpyridine-3-carbaldehyde), C1CN2CCN1CC2 (DABCO), CO (methanol), C(C=C)(=O)OCC (ethyl acrylate). The yield is 62.0%. As a reaction SMILES: [CH3:1][C:2]1[C:7]([CH:8]=[O:9])=[CH:6][CH:5]=[CH:4][N:3]=1.C1N2CCN(CC2)C1.CO.[C:20]([O:24][CH2:25][CH3:26])(=[O:23])[CH:21]=[CH2:22]>>[CH2:25]([O:24][C:20](=[O:23])[C:21]([CH:8]([OH:9])[C:7]1[C:2]([CH3:1])=[N:3][CH:4]=[CH:5][CH:6]=1)=[CH2:22])[CH3:26]. Conditions: temperature 45 celsius, time 3 day. Reported procedure: To 2-methylpyridine-3-carbaldehyde (5 g, 0.04 mol) in ethyl acrylate (10 mL) were added DABCO (1 g, 0.01 mol) and methanol (1 mL). The reaction mixture was stirred at 45° C. for 3 days. The reaction mixture was then concentrated and purified by column chromatography (SiO2, 60-100% EtOAc/DCM) to give the title compound (62%) as a colourless oil. δH (DMSO-d6) 8.32 (dd, J 4.8, 1.7 Hz, 1H), 7.51 (dd, J 7.7, 1.7 Hz, 1H), 7.17 (dd, J 7.7, 4.8 Hz, 1H), 6.28 (t, J 1.3 Hz, 1H), 5.91 (t, J 1.6 Hz, 1H), 5.... Starting materials: C(C)(=O)O[BH-](OC(C)=O)OC(C)=O.[Na+] (sodium triacetoxyborohydride), N1CCCC1 (pyrrolidine), C(C)(=O)O (acetic acid), NC1=NC2=CC=C(C=C2C(=N1)C(=O)N1CC2=CC=CC=C2C1)C1=C(C=O)C=CC=C1 (2-[2-amino-4-(1,3-dihydroisoindole-2-carbonyl)quinazolin-6-yl]benzaldehyde). The solvent is ClCCCl (1,2-dichloroethane), O (water), O1CCCC1 (tetrahydrofuran). Conditions: temperature 60 celsius, time 6 hour. Product: NC1=NC2=CC=C(C=C2C(=N1)C(=O)N1CC2=CC=CC=C2C1)C1=C(C=CC=C1)CN1CCCC1 ([2-Amino-6-(2-pyrrolidin-1-ylmethylphenyl)quinazolin-4-yl]-(1,3-dihydroisoindol-2-yl)methanone). Reaction SMILES: [NH2:1][C:2]1[N:11]=[C:10]([C:12]([N:14]2[CH2:22][C:21]3[C:16](=[CH:17][CH:18]=[CH:19][CH:20]=3)[CH2:15]2)=[O:13])[C:9]2[C:4](=[CH:5][CH:6]=[C:7]([C:23]3[CH:30]=[CH:29][CH:28]=[CH:27][C:24]=3[CH:25]=O)[CH:8]=2)[N:3]=1.[NH:31]1[CH2:35][CH2:34][CH2:33][CH2:32]1.C(O)(=O)C.C(O[BH-](OC(=O)C)OC(=O)C)(=O)C.[Na+]>ClCCCl.O1CCCC1.O>[NH2:1][C:2]1[N:11]=[C:10]([C:12]([N:14]2[CH2:15][C:16]3[C:21](=[CH:20][CH:19]=[CH:18][CH:17]=3)[CH2:22]2)=[O:13])[C:9]2[C:4](=[CH:5][CH:6]=[C:7]([C:23]3[CH:30]=[CH:29][CH:28]=[CH:27][C:24]=3[CH2:25][N:31]3[CH2:35][CH2:34][CH2:33][CH2:32]3)[CH:8]=2)[N:3]=1 |f:3.4|. Procedure details: 100 mg of 2-[2-amino-4-(1,3-dihydroisoindole-2-carbonyl)quinazolin-6-yl]benzaldehyde are dissolved in 2 ml of 1,2-dichloroethane and 2 ml of tetrahydrofuran. 36 μl of pyrrolidine and 15 μl of glacial acetic acid are added, and the mixture is stirred at 60° C. for 6 h. After cooling to 25° C., 170 mg of sodium triacetoxyborohydride are added and stirred at 25° C. for a further 12 h. The mixture is poured into water, extracted three times with dichloromethane, and the combined organic phases are d... The reactants are C(C)(C)(C)O[C@H](C(=O)OCC)C1=C(C2=C(N=C(S2)C2=CC(=C(C=C2)NC)[N+](=O)[O-])C=C1C)C1=CC=C(C=C1)Cl ((S)-ethyl 2-tert-butoxy-2-(7-(4-chlorophenyl)-5-methyl-2-(4-(methylamino)-3-nitrophenyl)benzo[d]thiazol-6-yl)acetate). Reagents/catalysts: [Pt] (Pt/C). Solvent: CCO (EtOH), CCOC(=O)C (EtOAc). Yields the product NC=1C=C(C=CC1NC)C=1SC2=C(N1)C=C(C(=C2C2=CC=C(C=C2)Cl)[C@@H](C(=O)OCC)OC(C)(C)C)C ((S)-ethyl 2-(2-(3-amino-4-(methylamino)phenyl)-7-(4-chlorophenyl)-5-methylbenzo[d]thiazol-6-yl)-2-tert-butoxyacetate). Reaction SMILES: [C:1]([O:5][C@@H:6]([C:12]1[C:31]([CH3:32])=[CH:30][C:15]2[N:16]=[C:17]([C:19]3[CH:24]=[CH:23][C:22]([NH:25][CH3:26])=[C:21]([N+:27]([O-])=O)[CH:20]=3)[S:18][C:14]=2[C:13]=1[C:33]1[CH:38]=[CH:37][C:36]([Cl:39])=[CH:35][CH:34]=1)[C:7]([O:9][CH2:10][CH3:11])=[O:8])([CH3:4])([CH3:3])[CH3:2]>CCO.CCOC(C)=O.[Pt]>[NH2:27][C:21]1[CH:20]=[C:19]([C:17]2[S:18][C:14]3[C:13]([C:33]4[CH:34]=[CH:35][C:36]([Cl:39])=[CH:37][CH:38]=4)=[C:12]([C@H:6]([O:5][C:1]([CH3:4])([CH3:3])[CH3:2])[C:7]([O:9][CH2:10][CH3:11])=[O:8])[C:31]([CH3:32])=[CH:30][C:15]=3[N:16]=2)[CH:24]=[CH:23][C:22]=1[NH:25][CH3:26]. Procedure details: To a solution of (S)-ethyl 2-tert-butoxy-2-(7-(4-chlorophenyl)-5-methyl-2-(4-(methylamino)-3-nitrophenyl)benzo[d]thiazol-6-yl)acetate (510 mg) in EtOH (4 mL) and EtOAc (2 mL) was added 5% Pt/C (150 mg). The reaction mixture was flushed with hydrogen gas and stirred under hydrogen atmosphere (using a balloon) for 1.5 h. The mixture was filtered through celite and concentrated in vacuo and (S)-ethyl 2-(2-(3-amino-4-(methylamino)phenyl)-7-(4-chlorophenyl)-5-methylbenzo[d]thiazol-6-yl)-2-tert-butoxy... The reactants are C1=CC(=C(C(=O)C=C1)O)C2=CN=CN=C2 (SP10), C1=CC(=C(C(=O)C=C1)O)C2=CN=CN=C2.COC1=CC=CC=C(C1=O)C2=CN=CN=C2.CC(=O)OC1=CC(=C(C(=O)C(=C1)OC(=O)C)OC(=O)C)OC(=O)C.C1=CC(=C(C(=O)C=C1)O)C2=CN=CN=C2 (SP10 SP11 SP12 SP10). The product is CC(=O)OC1=CC(=C(C(=O)C(=C1)OC(=O)C)OC(=O)C)OC(=O)C (SP12). As a reaction SMILES: C1C=CC(=O)C(O)=C(C2C=NC=NC=2)C=1.C1C=CC(=O)C(O)=C(C2C=NC=NC=2)C=1.COC1C(=O)C(C2C=NC=NC=2)=CC=CC=1.[CH3:47][C:48]([O:50][C:51]1[CH:58]=[C:57]([O:59][C:60]([CH3:62])=[O:61])[C:55](=[O:56])[C:54]([O:63][C:64]([CH3:66])=[O:65])=[C:53]([O:67][C:68]([CH3:70])=[O:69])[CH:52]=1)=[O:49].C1C=CC(=O)C(O)=C(C2C=NC=NC=2)C=1>>[CH3:47][C:48]([O:50][C:51]1[CH:58]=[C:57]([O:59][C:60]([CH3:62])=[O:61])[C:55](=[O:56])[C:54]([O:63][C:64]([CH3:66])=[O:65])=[C:53]([O:67][C:68]([CH3:70])=[O:69])[CH:52]=1)=[O:49] |f:1.2.3.4|. Procedure details: And, if the obtained result at this step SP12 is yes, then the CPU 15 returns to the step SP10, and, after this time, repeats the loop of the steps SP10-SP11-SP12-SP10 until the negative result is obtained at the step SP12; in this way, the file data of all files which have been stored in the very “media set” and not yet copied are copied into the “media set” that is newly created. The reactants are ClCC(=O)OCC (ethyl chloracetate), [O-]CC.[Na+] (sodium ethoxide). The solvent is C(C)O (ethanol). Conditions: time 0.25 hour. Yields the product C(C)OCC(=O)OCC (Ethyl ethoxyacetate). Isolated yield 70.8%. As a reaction SMILES: Cl[CH2:2][C:3]([O:5][CH2:6][CH3:7])=[O:4].[O-:8][CH2:9][CH3:10].[Na+]>C(O)C>[CH2:9]([O:8][CH2:2][C:3]([O:5][CH2:6][CH3:7])=[O:4])[CH3:10] |f:1.2|. Procedure details: A solution of ethyl chloracetate (100 g, 99% pure, 0.81 mol) in ethanol is treated with ethanolic sodium ethoxide (282.9 g, 20.6% solution, 0.86 mole NaOC2H5) over a 1 hr period at 20° C.-30° C., heated at 40° C.-45° C. for 0.5 hr, cooled to room temperature, treated with diatomaceous earth, stirred for 0.25 hr and filtered. The filtercake is washed with ethanol. The combined filtrates are distilled to obtain the title product as a colorless liquid 75.78 g, 98.8% pure (71% yield), bp 87° C.-88° ... The reactants are CC(C(C(C)=O)=NO)=O (2,3,4-pentanetrione 3-oxime), ClC1=NC(=CC=C1CN)C (2-chloro-6-methyl-3-pyridylmethylamine), O (water), C (charcoal). Run in C(C)#N (acetonitrile). Run at temperature 5 celsius, time 4 hour. Product: ClC1=NC(=CC=C1C=1NC(=C(N1)C(C)=O)C)C (1-[2-(2-Chloro-6-methyl-3-pyridinyl)-5-methyl-1H-imidazol-4-yl]ethanone). The yield is 18.5%. Reaction SMILES: [CH3:1][C:2](=O)[C:3](=[N:7]O)[C:4](=[O:6])[CH3:5].[Cl:10][C:11]1[C:16]([CH2:17][NH2:18])=[CH:15][CH:14]=[C:13]([CH3:19])[N:12]=1.O.C>C(#N)C>[Cl:10][C:11]1[C:16]([C:17]2[NH:18][C:2]([CH3:1])=[C:3]([C:4](=[O:6])[CH3:5])[N:7]=2)=[CH:15][CH:14]=[C:13]([CH3:19])[N:12]=1. Procedure details: A mixture of 0.7 g of 2,3,4-pentanetrione 3-oxime and 0.9 g of 2-chloro-6-methyl-3-pyridylmethylamine in 50 ml of acetonitrile was stirred at the reflux temperature for 4 hours. The reaction mixture was evaporated in vacuo to give an oil. The oil was boiled in 50 ml. of water, treated with activated charcoal and filtered. The filtrate was cooled at 5° C. to yield a precipitate. The precipitate was collected, washed with cold water and dried to give 0.25 g of the product of the Example as a white... Reactants: ClC=1C=CC2=C(N(C(O2)=O)CC(=O)OC(C)(C)C)C1 (tert-butyl (5-chloro-2-oxo-1,3-benzoxazol-3(2H)-yl)acetate), C(=O)(C(F)(F)F)O (TFA). The solvent is ClCCl (dichloromethane). Run at time 8 hour. The product is ClC=1C=CC2=C(N(C(O2)=O)CC(=O)O)C1 ((5-chloro-2-oxo-1,3-benzoxazol-3(2H)-yl)acetic acid). The yield is 96.0%. Reaction SMILES: [Cl:1][C:2]1[CH:3]=[CH:4][C:5]2[O:9][C:8](=[O:10])[N:7]([CH2:11][C:12]([O:14]C(C)(C)C)=[O:13])[C:6]=2[CH:19]=1.C(O)(C(F)(F)F)=O>ClCCl>[Cl:1][C:2]1[CH:3]=[CH:4][C:5]2[O:9][C:8](=[O:10])[N:7]([CH2:11][C:12]([OH:14])=[O:13])[C:6]=2[CH:19]=1. Procedure details: To a mixture of tert-butyl (5-chloro-2-oxo-1,3-benzoxazol-3(2H)-yl)acetate (50 g) and dichloromethane (250 mL) was added TFA (67.4 mL), followed by stirring at room temperature overnight. The reaction mixture was concentrated under reduced pressure, and then to the residue was added water. The resulting solid was collected by filtration and then washed with water to obtain (5-chloro-2-oxo-1,3-benzoxazol-3(2H)-yl)acetic acid (38.5 g).